From a dataset of the Open Reaction Database (ORD), a public repository of structured organic reaction records. describe an organic reaction: reactants, conditions, products, and yield Reactants: O=C([O-])[O-], CC(C)=O, CI, CC1(C)Cc2ccccc2C(c2cnc3ccccc3c2)N1, [K+], [K+]. The product is CN1C(c2cnc3ccccc3c2)c2ccccc2CC1(C)C. RXN SMILES: [C:1](=[O:2])([O-:3])[O-:4].[CH3:31][C:32](=[O:33])[CH3:34].[CH3:7][I:8].[CH3:9][C:10]1([CH3:30])[NH:11][CH:12]([c:20]2[cH:21][n:22][c:23]3[cH:24][cH:25][cH:26][cH:27][c:28]3[cH:29]2)[c:13]2[cH:14][cH:15][cH:16][cH:17][c:18]2[CH2:19]1.[K+:5].[K+:6]>>[CH3:7][N:11]1[C:10]([CH3:9])([CH3:30])[CH2:19][c:18]2[c:13]([cH:14][cH:15][cH:16][cH:17]2)[CH:12]1[c:20]1[cH:21][n:22][c:23]2[cH:24][cH:25][cH:26][cH:27][c:28]2[cH:29]1.